From a dataset of the Open Reaction Database (ORD), a public repository of structured organic reaction records. describe an organic reaction: reactants, conditions, products, and yield The reactants are ClC=1C=C(C(=O)OC)C=CN1 (Methyl 2-chloroisonicotinate), [Cl-].FC1=C(C[Zn+])C=CC(=C1)F ((2,4-difluorobenzyl)zinc(II) chloride), Cl (Hydrogen chloride). The reagents and catalysts are C=1C=CC(=CC1)[P](C=2C=CC=CC2)(C=3C=CC=CC3)[Pd]([P](C=4C=CC=CC4)(C=5C=CC=CC5)C=6C=CC=CC6)([P](C=7C=CC=CC7)(C=8C=CC=CC8)C=9C=CC=CC9)[P](C=1C=CC=CC1)(C=1C=CC=CC1)C=1C=CC=CC1 (Pd(PPh3)4). Solvent: C1CCOC1 (THF), CC(C)(C)OC (MTBE). Conditions: temperature 60 celsius, time 18 hour. Product: FC1=C(CC=2C=C(C(=O)OC)C=CN2)C=CC(=C1)F (methyl 2-(2,4-difluorobenzyl)isonicotinate). Isolated yield 87.9%. As a reaction SMILES: Cl[C:2]1[CH:3]=[C:4]([CH:9]=[CH:10][N:11]=1)[C:5]([O:7][CH3:8])=[O:6].[Cl-].[F:13][C:14]1[CH:21]=[C:20]([F:22])[CH:19]=[CH:18][C:15]=1[CH2:16][Zn+].Cl>C1COCC1.CC(OC)(C)C.C1C=CC([P]([Pd]([P](C2C=CC=CC=2)(C2C=CC=CC=2)C2C=CC=CC=2)([P](C2C=CC=CC=2)(C2C=CC=CC=2)C2C=CC=CC=2)[P](C2C=CC=CC=2)(C2C=CC=CC=2)C2C=CC=CC=2)(C2C=CC=CC=2)C2C=CC=CC=2)=CC=1>[F:13][C:14]1[CH:21]=[C:20]([F:22])[CH:19]=[CH:18][C:15]=1[CH2:16][C:2]1[CH:3]=[C:4]([CH:9]=[CH:10][N:11]=1)[C:5]([O:7][CH3:8])=[O:6] |f:1.2,^1:38,40,59,78|. Reported procedure: Methyl 2-chloroisonicotinate (5.2 g, 30.31 mmol) and Pd(PPh3)4 (0.700 g, 0.61 mmol) were dissolved in THF (100 mL) under nitrogen and (2,4-difluorobenzyl)zinc(II) chloride (0.5 M in THF, 90 mL, 45.00 mmol) was added and the brown solution was stirred at 60° C. overnight (18 h). The reaction was quenched by addition of methanol (50.0 mL). The solution was diluted with EtOAc and washed with NH4Cl (aq) and brine and dried over Na2SO4 to give a red oil. The crude was redissolved in MTBE (200 mL) and... Starting materials: C(N)(=O)C=1C=C(C=C2CCN(C12)CCCO)C[C@@H](C)N(C(OC(C)(C)C)=O)CCOC1=C(C=CC=C1)OCC(F)(F)F (tert-Butyl (R)-N-[2-[7-carbamoyl-1-(3-hydroxy-propyl)-2,3-dihydro-1H-indol-5-yl]-1-methylethyl]-N-[2-[2-(2,2,2-trifluoroethoxy)phenoxy]ethyl]carbamate), C(=O)[O-].[NH4+] (ammonium formate). Reagents/catalysts: [Pd] (palladium on carbon). Run in CO (methanol). The product is C(N)(=O)C=1C=C(C=C2C=CN(C12)CCCO)C[C@@H](C)N(C(OC(C)(C)C)=O)CCOC1=C(C=CC=C1)OCC(F)(F)F (tert-butyl (R)-N-[2-[7-carbamoyl-1-(3-hydroxy-propyl)-1H-indol-5-yl]-1-methylethyl]-N-[2-[2-(2,2,2-trifluoroethoxy)phenoxy]ethyl]carbamate). Yield: 102.0%. RXN SMILES: [C:1]([C:4]1[CH:5]=[C:6]([CH2:17][C@H:18]([N:20]([CH2:28][CH2:29][O:30][C:31]2[CH:36]=[CH:35][CH:34]=[CH:33][C:32]=2[O:37][CH2:38][C:39]([F:42])([F:41])[F:40])[C:21](=[O:27])[O:22][C:23]([CH3:26])([CH3:25])[CH3:24])[CH3:19])[CH:7]=[C:8]2[C:12]=1[N:11]([CH2:13][CH2:14][CH2:15][OH:16])[CH2:10][CH2:9]2)(=[O:3])[NH2:2].C([O-])=O.[NH4+]>CO.[Pd]>[C:1]([C:4]1[CH:5]=[C:6]([CH2:17][C@H:18]([N:20]([CH2:28][CH2:29][O:30][C:31]2[CH:36]=[CH:35][CH:34]=[CH:33][C:32]=2[O:37][CH2:38][C:39]([F:40])([F:41])[F:42])[C:21](=[O:27])[O:22][C:23]([CH3:26])([CH3:24])[CH3:25])[CH3:19])[CH:7]=[C:8]2[C:12]=1[N:11]([CH2:13][CH2:14][CH2:15][OH:16])[CH:10]=[CH:9]2)(=[O:3])[NH2:2] |f:1.2|. Procedure: tert-Butyl (R)-N-[2-[7-carbamoyl-1-(3-hydroxy-propyl)-2,3-dihydro-1H-indol-5-yl]-1-methylethyl]-N-[2-[2-(2,2,2-trifluoroethoxy)phenoxy]ethyl]carbamate (12.0 g) and ammonium formate (12.7 g) were dissolved in methanol (300 ml), and 10% palladium on carbon (1.20 g) was carefully added to the solution. The mixture was heated overnight under reflux, and the solvent was removed in vacuo. Water was added to the residue, and the mixture was extracted with ethyl acetate. The ethyl acetate layer was wash... Reactants: Cl (HCl), C1(CC1)NC(=O)C1=CC=C(C=2SC(=CC21)C2=NC(=NC=C2Cl)NCCCN2CCN(CC2)C)OC (2-{5-chloro-2-[3-(4-methylpiperazin-1-yl)-propylamino]-pyrimidin-4-yl}-7-methoxybenzo[b]thiophene-4-carboxylic acid cyclopropylamide), C(C)S (ethanethiol), [H-].[Na+] (sodium hydride). The solvent is CN(C)C=O (DMF), O (water). Conditions: temperature 110 celsius, time 5 minute. Yields the product C1(CC1)NC(=O)C1=CC=C(C=2SC(=CC21)C2=NC(=NC=C2Cl)NCCCN2CCN(CC2)C)O (2-{5-Chloro-2-[3-(4-methylpiperazin-1-yl)-propylamino]-pyrimidin-4-yl}-7-hydroxybenzo[b]thiophene-4-carboxylic acid cyclopropylamide). Yield: 23.9%. As a reaction SMILES: [CH:1]1([NH:4][C:5]([C:7]2[C:15]3[CH:14]=[C:13]([C:16]4[C:21]([Cl:22])=[CH:20][N:19]=[C:18]([NH:23][CH2:24][CH2:25][CH2:26][N:27]5[CH2:32][CH2:31][N:30]([CH3:33])[CH2:29][CH2:28]5)[N:17]=4)[S:12][C:11]=3[C:10]([O:34]C)=[CH:9][CH:8]=2)=[O:6])[CH2:3][CH2:2]1.C(S)C.[H-].[Na+].Cl>CN(C=O)C.O>[CH:1]1([NH:4][C:5]([C:7]2[C:15]3[CH:14]=[C:13]([C:16]4[C:21]([Cl:22])=[CH:20][N:19]=[C:18]([NH:23][CH2:24][CH2:25][CH2:26][N:27]5[CH2:28][CH2:29][N:30]([CH3:33])[CH2:31][CH2:32]5)[N:17]=4)[S:12][C:11]=3[C:10]([OH:34])=[CH:9][CH:8]=2)=[O:6])[CH2:2][CH2:3]1 |f:2.3|. Procedure: To a solution of 2-{5-chloro-2-[3-(4-methylpiperazin-1-yl)-propylamino]-pyrimidin-4-yl}-7-methoxybenzo[b]thiophene-4-carboxylic acid cyclopropylamide (500 mg, 0.970 mmol) and ethanethiol (0.718 mL, 9.71 mmol) in dry DMF (10 mL) is added in one portion sodium hydride (388 mg, 9.71 mmol) at 0° C. The mixture is stirred for 5 minutes and heated to 110° C. in a preheated oil bath for 10 minutes. The mixture is cooled to room temperature and a solution of HCl (12%, 3.5 mL) is added. The mixture is di...